This data is from the Open Reaction Database (ORD), a public repository of structured organic reaction records. The task is: describe an organic reaction: reactants, conditions, products, and yield Reactants: NC=1C=CC(=NC1)C(=N)N (5-Aminopyridine-2-carboxamidine), C(C)OC(CC(=O)C)=O (ethylacetoacetate), C([O-])([O-])=O.[Na+].[Na+] (sodium carbonate). Solvent: O (water), C(C)O (ethanol). Reaction conditions: time 25 hour. Yields the product NC=1C=CC(=NC1)C1=NC(=CC(=N1)O)C (2-(5-Aminopyridin-2-yl)-6-methylpyrimidine-4-ol). RXN SMILES: [NH2:1][C:2]1[CH:3]=[CH:4][C:5]([C:8]([NH2:10])=[NH:9])=[N:6][CH:7]=1.C([O:13][C:14](=O)[CH2:15][C:16]([CH3:18])=O)C.C(=O)([O-])[O-].[Na+].[Na+]>O.C(O)C>[NH2:1][C:2]1[CH:3]=[CH:4][C:5]([C:8]2[N:10]=[C:14]([OH:13])[CH:15]=[C:16]([CH3:18])[N:9]=2)=[N:6][CH:7]=1 |f:2.3.4|. Procedure details: To a solution of compound of example 12 (0.4 g, 2.9 mmol) in water (10 mL) and ethanol (5 mL) was added ethylacetoacetate (0.611 g, 4.7 mmol) and sodium carbonate (0.561 g, 5.29 mmol) and mixture was stirred at room temperature for about 25 hours. Ethanol was removed under reduced pressure, and the reaction mixture was diluted with water and extracted with ethyl acetate (3×30 mL). Ethyl acetate layer was dried over anhydrous sodium sulfate and was concentrated to obtain a crude product, which wa... Starting materials: C(C)(C)(C)OC(=O)N1CC(C1)N (3-amino-azetidine-1-carboxylic acid tert-butyl ester), FC(C=1C=C(C(=O)NCC(=O)O)C=CC1)(F)F ((3-trifluoromethyl-benzoylamino)-acetic acid), CCN=C=NCCCN(C)C (EDCI), C=1C=CC2=C(C1)N=NN2O (HOBT). Run in C(Cl)Cl (DCM). The product is C(C)(C)(C)OC(=O)N1CC(C1)NC(CNC(C1=CC(=CC=C1)C(F)(F)F)=O)=O (3-[2-(3-Trifluoromethyl-benzoylamino)-acetylamino]-azetidine-1-carboxylic acid tert-butyl ester). Reaction SMILES: [C:1]([O:5][C:6]([N:8]1[CH2:11][CH:10]([NH2:12])[CH2:9]1)=[O:7])([CH3:4])([CH3:3])[CH3:2].[F:13][C:14]([F:29])([F:28])[C:15]1[CH:16]=[C:17]([CH:25]=[CH:26][CH:27]=1)[C:18]([NH:20][CH2:21][C:22](O)=[O:23])=[O:19].CCN=C=NCCCN(C)C.C1C=CC2N(O)N=NC=2C=1>C(Cl)Cl>[C:1]([O:5][C:6]([N:8]1[CH2:11][CH:10]([NH:12][C:22](=[O:23])[CH2:21][NH:20][C:18](=[O:19])[C:17]2[CH:25]=[CH:26][CH:27]=[C:15]([C:14]([F:13])([F:29])[F:28])[CH:16]=2)[CH2:9]1)=[O:7])([CH3:4])([CH3:2])[CH3:3]. Procedure: A solution of 3-amino-azetidine-1-carboxylic acid tert-butyl ester (BetaPharma, 1.2 g, 6.97 mmol) and (3-trifluoromethyl-benzoylamino)-acetic acid (Bionet, 1.57 g, 6.36 mmol) in DCM (10 mL) was treated with EDCI (Aldrich, 1.57 g, 6.36 mmol) and HOBT (Aldrich, 1.22 g, 6.36 mmol) at room temperature for 4 hours. The reaction solution was partitioned between DCM and water. The organic layer was washed with brine, dried over anhydrous Na2SO4, filtered and concentrated to give a yellow oil, which was... Starting materials: ClC=1C=CC2=C(N=C(C=3C(C=4C=CN=CC4C23)=O)OS(=O)(=O)C2=CC=C(C=C2)C)C1 (toluene-4-sulfonic acid 3-chloro-7-oxo-7H-5,10-diaza-benzo[c]fluoren-6-yl ester), NCCN(CCCN(C)CCN)C (N,N′-bis-(2-amino-ethyl)-N,N′-dimethyl-propane-1,3-diamine). Yields the product ClC=1C=CC2=C(N=C(C=3C(C=4C=CN=CC4C23)=O)NCCN(C)CCCN(C)CCNC2=NC3=C(C=4C=5C=NC=CC5C(C24)=O)C=CC(=C3)Cl)C1 (3-chloro-6-{2-[(3-{[2-(3-chloro-7-oxo-7H-5,10-diaza-benzo[c]fluoren-6-ylamino)-ethyl]-methyl-amino}-propyl)-methyl-amino]-ethylamino}-5,10-diaza-benzo[c]fluoren-7-one). As a reaction SMILES: [Cl:1][C:2]1[CH:3]=[CH:4][C:5]2[C:17]3[C:16]4[CH:15]=[N:14][CH:13]=[CH:12][C:11]=4[C:10](=[O:18])[C:9]=3[C:8](OS(C3C=CC(C)=CC=3)(=O)=O)=[N:7][C:6]=2[CH:30]=1.[NH2:31][CH2:32][CH2:33][N:34]([CH3:43])[CH2:35][CH2:36][CH2:37][N:38]([CH2:40][CH2:41][NH2:42])[CH3:39]>>[Cl:1][C:2]1[CH:3]=[CH:4][C:5]2[C:17]3[C:16]4[CH:15]=[N:14][CH:13]=[CH:12][C:11]=4[C:10](=[O:18])[C:9]=3[C:8]([NH:42][CH2:41][CH2:40][N:38]([CH2:37][CH2:36][CH2:35][N:34]([CH2:33][CH2:32][NH:31][C:8]3[C:9]4[C:10](=[O:18])[C:11]5[CH:12]=[CH:13][N:14]=[CH:15][C:16]=5[C:17]=4[C:5]4[CH:4]=[CH:3][C:2]([Cl:1])=[CH:30][C:6]=4[N:7]=3)[CH3:43])[CH3:39])=[N:7][C:6]=2[CH:30]=1. Procedure: In a similar manner to Example 4, this compound was obtained starting from toluene-4-sulfonic acid 3-chloro-7-oxo-7H-5,10-diaza-benzo[c]fluoren-6-yl ester (the compound of Reference Example 7c-1) and N,N′-bis-(2-amino-ethyl)-N,N′-dimethyl-propane-1,3-diamine. The desired product was obtained as a reddish powder. Starting materials: BrC(C)O (bromoethanol), N1=CC=C(C=C1)\C=N\C=1C=CC=2C(NC(C3=CC=CC1C23)=O)=O (6-{[(E)-4-pyridinylmethylidene]amino}-1H-benzo[de]isoquinolin-1,3(2H)-dione). Run in C(C)#N (acetonitrile), CC(=O)C (acetone). Product: [Br-].O=C1NC(C2=C3C(C=CC=C13)=C(C=C2)\N=C\C2=CC=[N+](C=C2)CCO)=O (4-{(E)-[(1,3-diketo-2,3-dihydro-1H-benzo[de]isoquinolin-6-yl) imino]methyl}-1(2-hydroxyethyl)pyridinium bromide). RXN SMILES: [Br:1][CH:2]([OH:4])[CH3:3].[N:5]1[CH:10]=[CH:9][C:8](/[CH:11]=[N:12]/[C:13]2[CH:14]=[CH:15][C:16]3[C:17](=[O:27])[NH:18][C:19](=[O:26])[C:20]4[C:25]=3[C:24]=2[CH:23]=[CH:22][CH:21]=4)=[CH:7][CH:6]=1>C(#N)C.CC(C)=O>[Br-:1].[O:26]=[C:19]1[C:20]2[C:25]3[C:24](=[C:13](/[N:12]=[CH:11]/[C:8]4[CH:9]=[CH:10][N+:5]([CH2:3][CH2:2][OH:4])=[CH:6][CH:7]=4)[CH:14]=[CH:15][C:16]=3[C:17](=[O:27])[NH:18]1)[CH:23]=[CH:22][CH:21]=2 |f:4.5|. Procedure details: 2.34 g (18.75 mmol) of bromoethanol was added dropwise to a solution of 1.13 g (3.75 mmol) of 6-{[(E)-4-pyridinylmethylidene]amino}-1H-benzo[de]isoquinolin-1,3(2H)-dione in 60 mL of acetonitrile or acetone and the solution was then heated at reflux for 1 hour. After concentration to about ⅓ of the amount of solvent and cooling to room temperature, the resulting precipitate was suction-filtered off, washed with ethyl acetate and dried under vacuum. Yield: 0.59 g (37% of the theoretical), dark-yel... The reactants are C1CNC(CN2CCCC2)C1, O=C(O)c1ccc(-c2ccsc2)nc1. Product: O=C(c1ccc(-c2ccsc2)nc1)N1CCCC1CN1CCCC1. As a reaction SMILES: [NH:15]1[CH:16]([CH2:20][N:21]2[CH2:22][CH2:23][CH2:24][CH2:25]2)[CH2:17][CH2:18][CH2:19]1.[s:1]1[cH:2][c:3](-[c:6]2[n:7][cH:8][c:9]([C:10](=[O:11])[OH:12])[cH:13][cH:14]2)[cH:4][cH:5]1>>[s:1]1[cH:2][c:3](-[c:6]2[n:7][cH:8][c:9]([C:10](=[O:12])[N:15]3[CH:16]([CH2:20][N:21]4[CH2:22][CH2:23][CH2:24][CH2:25]4)[CH2:17][CH2:18][CH2:19]3)[cH:13][cH:14]2)[cH:4][cH:5]1. Reaction SMILES: Cl.[NH2:2][C@H:3]([C:6]([OH:8])=[O:7])[CH2:4][SH:5].[OH:9][C:10]1[CH:17]=[CH:16][C:15]([OH:18])=[CH:14][C:11]=1[CH:12]=O.[CH2:19](O)[CH3:20]>>[OH:9][C:10]1[CH:17]=[CH:16][C:15]([OH:18])=[CH:14][C:11]=1[CH:12]1[NH:2][CH:3]([C:6]([O:8][CH2:19][CH3:20])=[O:7])[CH2:4][S:5]1 |f:0.1|. Reported procedure: To a round bottom flask, equipped with magnetic stirrer, containing 9.25 g (50 mM) ethyl ester of L-cysteine hydrochloride in 75 mL of absolute ethanol was added 8.4 mL (48 mM) ethyldulsopropylamine. A clear solution was obtained after stirring for several minutes with a magnetic stirrer under nitrogen. To this solution was added 6.65 g (49 mM) 2,5-dihydroxybenzaldehyde in 50 mL absolute ethanol, and the reaction mixture was stirred for another 4 hrs. Evaporation to dryness produced a viscous oi... Yields the product OC1=C(C=C(C=C1)O)C1SCC(N1)C(=O)OCC (Ethyl 2-(2,5-dihydroxyphenyl)-1,3-thiazolidine-4-carboxylate). Starting materials: ethyl ester, Cl.N[C@@H](CS)C(=O)O (L-cysteine hydrochloride), C(C)O (ethanol), OC1=C(C=O)C=C(C=C1)O (2,5-dihydroxybenzaldehyde), C(C)O (ethanol), C(C)O (ethanol). The reactants are ClC=1C(=NC(=NC1)NC1=C(C=C(C(=C1)C)C1CCNCC1)C)NC1=NNC(=C1)C (5-chloro-N2-(2,5-dimethyl-4-(piperidin-4-yl)phenyl)-N4 (5-methyl-1H-pyrazol-3-yl)pyrimidine-2,4-diamine), CC1=CC=C(C=C1)S(=O)(=O)OCC1(CC1)C#N ((1-cyanocyclopropyl)methyl 4-methylbenzenesulfonate), CCN(C(C)C)C(C)C (DIEA). Solvent: C(C)#N (acetonitrile). Run at temperature 70 celsius. Product: ClC=1C(=NC(=NC1)NC1=CC(=C(C=C1C)C1CCN(CC1)CC1(CC1)C#N)C)NC1=NNC(=C1)C (1-((4-(4-(5-chloro-4-(5-methyl-1H-pyrazol-3-ylamino)pyrimidin-2-ylamino)-2,5-dimethylphenyl)-piperidin-1-yl)methyl)cyclopropanecarbonitrile). As a reaction SMILES: [Cl:1][C:2]1[C:3]([NH:23][C:24]2[CH:28]=[C:27]([CH3:29])[NH:26][N:25]=2)=[N:4][C:5]([NH:8][C:9]2[CH:14]=[C:13]([CH3:15])[C:12]([CH:16]3[CH2:21][CH2:20][NH:19][CH2:18][CH2:17]3)=[CH:11][C:10]=2[CH3:22])=[N:6][CH:7]=1.CC1C=CC(S(O[CH2:41][C:42]2([C:45]#[N:46])[CH2:44][CH2:43]2)(=O)=O)=CC=1.CCN(C(C)C)C(C)C>C(#N)C>[Cl:1][C:2]1[C:3]([NH:23][C:24]2[CH:28]=[C:27]([CH3:29])[NH:26][N:25]=2)=[N:4][C:5]([NH:8][C:9]2[C:10]([CH3:22])=[CH:11][C:12]([CH:16]3[CH2:21][CH2:20][N:19]([CH2:41][C:42]4([C:45]#[N:46])[CH2:44][CH2:43]4)[CH2:18][CH2:17]3)=[C:13]([CH3:15])[CH:14]=2)=[N:6][CH:7]=1. Reported procedure: To a solution of 5-chloro-N2-(2,5-dimethyl-4-(piperidin-4-yl)phenyl)-N4 (5-methyl-1H-pyrazol-3-yl)pyrimidine-2,4-diamine (30 mg, 0.078 mmol) in acetonitrile (1.0 mL) was added (1-cyanocyclopropyl)methyl 4-methylbenzenesulfonate (16 mg, 0.10 mmol, prepared according to the procedure described in patent WO2005063247) followed by DIEA (30 mg, 0.23 mmol) and KI (catalytic amount). The resulting mixture was heated to 70° C. for 14 h and then cooled down to room temperature. The resulting mixture was ...